From a dataset of the Open Reaction Database (ORD), a public repository of structured organic reaction records. describe an organic reaction: reactants, conditions, products, and yield Reactants: ClC=1C=C(C(N)=NO)C=CC1Cl (3,4-dichlorobenzamide oxime), C1(C=2C(C(=O)O1)=CC=CC2)=O (phthalic anhydride). The solvent is O (water). Reaction conditions: temperature 90 celsius. Yields the product ClC=1C=C(C=CC1Cl)C1=NOC(=N1)C1=C(C(=O)O)C=CC=C1 (2-[3-(3,4-Dichlorophenyl)-1,2,4-Oxadiazol-5-yl]Benzoic Acid). Isolated yield 15.1%. Reaction SMILES: [Cl:1][C:2]1[CH:3]=[C:4]([CH:9]=[CH:10][C:11]=1[Cl:12])[C:5](=[N:7][OH:8])[NH2:6].[C:13]1(=O)[O:18][C:16](=[O:17])[C:15]2=[CH:19][CH:20]=[CH:21][CH:22]=[C:14]12>O>[Cl:1][C:2]1[CH:3]=[C:4]([C:5]2[N:6]=[C:13]([C:14]3[CH:22]=[CH:21][CH:20]=[CH:19][C:15]=3[C:16]([OH:18])=[O:17])[O:8][N:7]=2)[CH:9]=[CH:10][C:11]=1[Cl:12]. Procedure: A mixture of 14.17 g (0.0691 mol) of 3,4-dichlorobenzamide oxime and 10.24 g (0.0691 mol) of phthalic anhydride was heated gently with stirring to about 90° C., at which time a very vigorous exotherm carried the temperature to above 170° C.; the mixture was cooled in water to 130° C. and held at 130° C. for a few minutes, and then was cooled to 25° C. The mixture was extracted with 1 liter of ethanol and was filtered to give 3.5 g of insoluble solid, mp 200°-215° C.